From a dataset of the Open Reaction Database (ORD), a public repository of structured organic reaction records. describe an organic reaction: reactants, conditions, products, and yield Product: CC(C)N(C(=O)CN1C(=O)C(Cc2n[nH]c3ccccc23)c2nnc(-c3ccccc3)n2-c2ccccc21)c1ccccc1. The reactants are CC(C)N(C(=O)CN1C(=O)C(Cc2nn(C(=O)OC(C)(C)C)c3ccccc23)c2nnc(-c3ccccc3)n2-c2ccccc21)c1ccccc1, CCOC(C)=O, Cl, C1COCCO1. RXN SMILES: [C:1]([O:2][C:3](=[O:4])[n:8]1[n:9][c:10]([CH2:17][CH:18]2[C:19](=[O:51])[N:20]([CH2:38][C:39]([N:40]([c:41]3[cH:42][cH:43][cH:44][cH:45][cH:46]3)[CH:47]([CH3:48])[CH3:49])=[O:50])[c:21]3[c:22]([cH:34][cH:35][cH:36][cH:37]3)-[n:23]3[c:24](-[c:28]4[cH:29][cH:30][cH:31][cH:32][cH:33]4)[n:25][n:26][c:27]32)[c:11]2[cH:12][cH:13][cH:14][cH:15][c:16]12)([CH3:5])([CH3:6])[CH3:7].[CH3:59][CH2:60][O:61][C:62]([CH3:63])=[O:64].[ClH:52].[O:53]1[CH2:54][CH2:55][O:56][CH2:57][CH2:58]1>>[nH:8]1[n:9][c:10]([CH2:17][CH:18]2[C:19](=[O:51])[N:20]([CH2:38][C:39]([N:40]([c:41]3[cH:42][cH:43][cH:44][cH:45][cH:46]3)[CH:47]([CH3:48])[CH3:49])=[O:50])[c:21]3[c:22]([cH:34][cH:35][cH:36][cH:37]3)-[n:23]3[c:24](-[c:28]4[cH:29][cH:30][cH:31][cH:32][cH:33]4)[n:25][n:26][c:27]32)[c:11]2[cH:12][cH:13][cH:14][cH:15][c:16]12. The reactants are FC(C(=O)O)(F)F.NC1=NC(=NC=C1C(=O)C1=C(C=CC=C1)OC)NC1CNCCC1 ([4-amino-2-(piperidin-3-ylamino)-pyrimidin-5-yl]-(2-methoxy-phenyl)-methanone trifluoroacetic acid salt), ClC(=O)OCC (ethyl chloroformate). The product is C(C)OC(=O)N1CC(CCC1)NC1=NC=C(C(=N1)N)C(C1=C(C=CC=C1)OC)=O (3-[4-amino-5-(2-methoxy-benzoyl)-pyrimidin-2-ylamino]-piperidine-1-carboxylic acid ethyl ester). As a reaction SMILES: FC(F)(F)C(O)=O.[NH2:8][C:9]1[C:14]([C:15]([C:17]2[CH:22]=[CH:21][CH:20]=[CH:19][C:18]=2[O:23][CH3:24])=[O:16])=[CH:13][N:12]=[C:11]([NH:25][CH:26]2[CH2:31][CH2:30][CH2:29][NH:28][CH2:27]2)[N:10]=1.Cl[C:33]([O:35][CH2:36][CH3:37])=[O:34]>>[CH2:36]([O:35][C:33]([N:28]1[CH2:29][CH2:30][CH2:31][CH:26]([NH:25][C:11]2[N:10]=[C:9]([NH2:8])[C:14]([C:15](=[O:16])[C:17]3[CH:22]=[CH:21][CH:20]=[CH:19][C:18]=3[O:23][CH3:24])=[CH:13][N:12]=2)[CH2:27]1)=[O:34])[CH3:37] |f:0.1|. Reported procedure: The same procedure as described in Example 54 was used, starting with [4-amino-2-(piperidin-3-ylamino)-pyrimidin-5-yl]-(2-methoxy-phenyl)-methanone trifluoroacetic acid salt, Example 53, and ethyl chloroformate (Aldrich) to give 3-[4-amino-5-(2-methoxy-benzoyl)-pyrimidin-2-ylamino]-piperidine-1-carboxylic acid ethyl ester. MS (M+H)+, 400. The reactants are Cc1ccccc1, N#CCC(=O)c1cccc(Cl)c1, NC(=Nc1ccccc1)c1ccccc1. Reaction SMILES: [CH3:28][c:29]1[cH:30][cH:31][cH:32][cH:33][cH:34]1.[Cl:1][c:2]1[cH:3][c:4]([C:5](=[O:6])[CH2:7][C:8]#[N:9])[cH:10][cH:11][cH:12]1.[c:13]1([N:19]=[C:20]([c:21]2[cH:22][cH:23][cH:24][cH:25][cH:26]2)[NH2:27])[cH:14][cH:15][cH:16][cH:17][cH:18]1>>[Cl:1][c:2]1[cH:3][c:4]([C:5](=[O:6])[C:7]([C:8]#[N:9])=[CH:20][NH:19][c:13]2[cH:14][cH:15][cH:16][cH:17][cH:18]2)[cH:10][cH:11][cH:12]1. The product is N#CC(=CNc1ccccc1)C(=O)c1cccc(Cl)c1. The reactants are BrC=1C=C(SC1)N1C(O[C@@]2(C1)CN1CCC2CC1)=O ((R)-3′-(4-bromothiophen-2-yl)spiro[1-azabicyclo[2.2.2]octan-3,5′-oxazolidin]-2′-one), N1=CC=C(C=C1)B(O)O (pyridine-4-boronic acid). Yields the product N1=CC=C(C=C1)C=1C=C(SC1)N1C(O[C@@]2(C1)CN1CCC2CC1)=O ((R)-3′-[4-(4-Pyridyl)thiophen-2-yl]spiro[1-azabicyclo[2.2.2]octan-3,5′-oxazolidin]-2′-one). Reaction SMILES: Br[C:2]1[CH:3]=[C:4]([N:7]2[CH2:11][C@:10]3([CH:16]4[CH2:17][CH2:18][N:13]([CH2:14][CH2:15]4)[CH2:12]3)[O:9][C:8]2=[O:19])[S:5][CH:6]=1.[N:20]1[CH:25]=[CH:24][C:23](B(O)O)=[CH:22][CH:21]=1>>[N:20]1[CH:25]=[CH:24][C:23]([C:2]2[CH:3]=[C:4]([N:7]3[CH2:11][C@:10]4([CH:16]5[CH2:17][CH2:18][N:13]([CH2:14][CH2:15]5)[CH2:12]4)[O:9][C:8]3=[O:19])[S:5][CH:6]=2)=[CH:22][CH:21]=1. Procedure details: The title compound was prepared by a method analogous to that described in Example 1 from (R)-3′-(4-bromothiophen-2-yl)spiro[1-azabicyclo[2.2.2]octan-3,5′-oxazolidin]-2′-one and pyridine-4-boronic acid. The solid obtained after flash chromatography was further purified by reverse phase HPLC on a Phenomenex® Polar RP column using a gradient of 5-45% acetonitrile/water (each solvent containing 0.1% trifluoroacetic acid as a buffer) as the eluant. The residue was partitioned between saturated aqueo... Starting materials: ClC1=CC=C(C=C1)C1=NC=2N(C(=C1)C1CC1)N=CC2C#C (5-(4-chloro-phenyl)-7-cyclopropyl-3-ethynyl-pyrazolo[1,5-a]pyrimidine), N1=CC=C(C=C1)CCNS(=O)(=O)C=1SC(=CC1)Br (5-Bromo-thiophene-2-sulfonic acid (2-pyridin-4-yl-ethyl)-amide). The product is N1=CC=C(C=C1)CCNS(=O)(=O)C=1SC(=CC1)C#CC=1C=NN2C1N=C(C=C2C2CC2)C2=CC=C(C=C2)Cl (5-[5-(4-Chloro-phenyl)-7-cyclopropyl-pyrazolo[1,5-a]pyrimidin-3-ylethynyl]-thiophene-2-sulfonic acid (2-pyridin-4-yl-ethyl)-amide), solid. Isolated yield 40.0%. Reaction SMILES: [Cl:1][C:2]1[CH:7]=[CH:6][C:5]([C:8]2[CH:13]=[C:12]([CH:14]3[CH2:16][CH2:15]3)[N:11]3[N:17]=[CH:18][C:19]([C:20]#[CH:21])=[C:10]3[N:9]=2)=[CH:4][CH:3]=1.[N:22]1[CH:27]=[CH:26][C:25]([CH2:28][CH2:29][NH:30][S:31]([C:34]2[S:35][C:36](Br)=[CH:37][CH:38]=2)(=[O:33])=[O:32])=[CH:24][CH:23]=1>>[N:22]1[CH:23]=[CH:24][C:25]([CH2:28][CH2:29][NH:30][S:31]([C:34]2[S:35][C:36]([C:21]#[C:20][C:19]3[CH:18]=[N:17][N:11]4[C:12]([CH:14]5[CH2:16][CH2:15]5)=[CH:13][C:8]([C:5]5[CH:6]=[CH:7][C:2]([Cl:1])=[CH:3][CH:4]=5)=[N:9][C:10]=34)=[CH:37][CH:38]=2)(=[O:33])=[O:32])=[CH:26][CH:27]=1. Procedure: The title compound was prepared from 5-(4-chloro-phenyl)-7-cyclopropyl-3-ethynyl-pyrazolo[1,5-a]pyrimidine (example C.5) (147 mg, 0.5 mmol) and 5-bromo-thiophene-2-sulfonic acid (2-pyridin-4-yl-ethyl)-amide (example B.60) (174 mg, 0.5 mmol) according to general procedure II. Obtained as a yellow solid (112 mg, 40%). MS (ISP) 560.2 [(M+H)+]; mp 172-174° C.